This data is from the Open Reaction Database (ORD), a public repository of structured organic reaction records. The task is: describe an organic reaction: reactants, conditions, products, and yield Reactants: toluenic solution, [H-].C(C(C)C)[Al+]CC(C)C (diisobutylaluminum hydride), C(C1=CC=CC=C1)#N (benzonitrile), normal solution, [C-]#N.[Na+] (sodium cyanide), S(=O)(=O)([O-])[O-].[Na+].[Na+] (sodium sulfate). Solvent: CO (methanol), C1(=CC=CC=C1)C (toluene), CN(C=O)C (dimethylformamide). Conditions: temperature 0 celsius. The product is NC(C#N)C1=CC=CC=C1 (2-amino-2-phenyl acetonitrile). The yield is 29.0%. As a reaction SMILES: [C:1](#[N:8])[C:2]1[CH:7]=[CH:6][CH:5]=[CH:4][CH:3]=1.[H-].C([Al+]CC(C)C)C(C)C.[C-:19]#[N:20].[Na+].S([O-])([O-])(=O)=O.[Na+].[Na+]>C1(C)C=CC=CC=1.CN(C)C=O.CO>[NH2:8][CH:1]([C:2]1[CH:7]=[CH:6][CH:5]=[CH:4][CH:3]=1)[C:19]#[N:20] |f:1.2,3.4,5.6.7|. Procedure details: 20 millimoles (2.06 g) of benzonitrile are dissolved in 20 ml of anhydrous toluene, at 0° C., under an argon atmosphere. 30 millimoles of a toluenic solution 1.5 M of diisobutylaluminum hydride (20 ml) are added, dropwise, at this temperature. The temperature is maintained at 0° C. for 1 hour, then the reaction mixture is added with 50 ml of a normal solution of sodium cyanide in dimethylformamide. The mixture is maintained at room temperature for 3 hours while stirring, then hydrolyzed with 20 ...